From a dataset of the Open Reaction Database (ORD), a public repository of structured organic reaction records. describe an organic reaction: reactants, conditions, products, and yield Reactants: CN(C)C=O, CC(C)N(C(=O)C(Cl)c1ccc(Cl)cc1)C(C)C, [H-], [Na+], c1c[nH]cn1. Product: CC(C)N(C(=O)C(c1ccc(Cl)cc1)n1ccnc1)C(C)C. As a reaction SMILES: [CH3:26][N:27]([CH3:28])[CH:29]=[O:30].[CH:8]([CH3:9])([CH3:10])[N:11]([C:12]([CH:13]([c:14]1[cH:15][cH:16][c:17]([Cl:20])[cH:18][cH:19]1)[Cl:21])=[O:22])[CH:23]([CH3:24])[CH3:25].[H-:6].[Na+:7].[nH:1]1[cH:2][n:3][cH:4][cH:5]1>>[n:1]1([CH:13]([C:12]([N:11]([CH:8]([CH3:9])[CH3:10])[CH:23]([CH3:24])[CH3:25])=[O:22])[c:14]2[cH:15][cH:16][c:17]([Cl:20])[cH:18][cH:19]2)[cH:2][n:3][cH:4][cH:5]1. Starting materials: Clc1ccc(NCC2CCOCC2)nc1Br, COCCOC, CCOC(C)=O, OB(O)c1cc(F)ncc1Cl, [Na+], [Na+], O=C([O-])[O-]. The product is Fc1cc(-c2nc(NCC3CCOCC3)ccc2Cl)c(Cl)cn1. As a reaction SMILES: [Br:1][c:2]1[c:3]([Cl:16])[cH:4][cH:5][c:6]([NH:8][CH2:9][CH:10]2[CH2:11][CH2:12][O:13][CH2:14][CH2:15]2)[n:7]1.[CH3:28][O:29][CH2:30][CH2:31][O:32][CH3:33].[CH3:34][CH2:35][O:36][C:37]([CH3:38])=[O:39].[Cl:17][c:18]1[c:19]([B:25]([OH:26])[OH:27])[cH:20][c:21]([F:24])[n:22][cH:23]1.[Na+:40].[Na+:41].[O-:42][C:43](=[O:44])[O-:45]>>[c:2]1(-[c:19]2[c:18]([Cl:17])[cH:23][n:22][c:21]([F:24])[cH:20]2)[c:3]([Cl:16])[cH:4][cH:5][c:6]([NH:8][CH2:9][CH:10]2[CH2:11][CH2:12][O:13][CH2:14][CH2:15]2)[n:7]1.